This data is from the Open Reaction Database (ORD), a public repository of structured organic reaction records. The task is: describe an organic reaction: reactants, conditions, products, and yield Starting materials: C(CC(O)(C(=O)[O-])CC(=O)[O-])(=O)[O-] (citrate), 9-methyl-phenazium methyl sulfate, C(C=1C(O)=CC=CC1)(=O)O (salicylic acid), cellulose, C(C1=CNC=CC1)(=O)N (1,4-dihydronicotinamide). Yields the product OC1=C(C(=O)O)C=CC=C1O (2,3-dihydroxybenzoic acid). Reported procedure: The process is conducted in a manner similar to that described in Example 1 hereinbefore, except that 1 ml of the citrate buffer, 1 mg of cellulose modified with 1,4-dihydronicotinamide and 0.03 mg of 9-methyl-phenazium methyl sulfate and 0.3 mg. of salicylic acid are used. As a result, 0.28 mg. of 2,3-dihydroxybenzoic acid is obtained (95% as calculated for the starting compound) having m.p. 203°-204° C. The composition, in %, is as follows: RXN SMILES: C([O-])(=O)CC(CC([O-])=O)(C([O-])=O)[OH:4].C(N)(=O)C1CC=CNC=1.[C:23]([OH:32])(=[O:31])[C:24]1[C:25](=[CH:27][CH:28]=[CH:29][CH:30]=1)[OH:26]>>[OH:26][C:25]1[C:27]([OH:4])=[CH:28][CH:29]=[CH:30][C:24]=1[C:23]([OH:32])=[O:31]. Starting materials: CC(=O)NCC1CO1, CCOC(C)=O, CN1c2ccc([N+](=O)[O-])cc2CS1(=O)=O, CC#N, O=S(=O)([O-])C(F)(F)F, O=S(=O)([O-])C(F)(F)F, [Mg+2]. Yields the product CC(=O)NCC(O)CNc1ccc2c(c1)CS(=O)(=O)N2C. RXN SMILES: [C:22]([CH3:23])(=[O:24])[NH:25][CH2:26][CH:27]1[O:28][CH2:29]1.[CH3:16][CH2:17][O:18][C:19]([CH3:20])=[O:21].[CH3:1][N:2]1[S:3](=[O:14])(=[O:15])[CH2:4][c:5]2[c:6]1[cH:7][cH:8][c:9]([N+:11]([O-:12])=[O:13])[cH:10]2.[CH3:47][C:48]#[N:49].[F:30][C:31]([F:32])([F:33])[S:34]([O-:35])(=[O:36])=[O:37].[F:39][C:40]([F:41])([F:42])[S:43]([O-:44])(=[O:45])=[O:46].[Mg+2:38]>>[CH3:1][N:2]1[S:3](=[O:14])(=[O:15])[CH2:4][c:5]2[c:6]1[cH:7][cH:8][c:9]([NH:11][CH2:29][CH:27]([CH2:26][NH:25][C:22]([CH3:23])=[O:24])[OH:28])[cH:10]2.